From a dataset of the Open Reaction Database (ORD), a public repository of structured organic reaction records. describe an organic reaction: reactants, conditions, products, and yield Reactants: CO, COC(=S)c1cnc(C)c(OC2CCCC2)c1, [K+], [OH-], O. The product is Cc1ncc(C(O)=S)cc1OC1CCCC1. RXN SMILES: [CH3:21][OH:22].[CH:3]1([O:8][c:9]2[c:10]([CH3:19])[n:11][cH:12][c:13]([C:14](=[S:15])[O:16][CH3:17])[cH:18]2)[CH2:4][CH2:5][CH2:6][CH2:7]1.[K+:2].[OH-:1].[OH2:20]>>[CH:3]1([O:8][c:9]2[c:10]([CH3:19])[n:11][cH:12][c:13]([C:14](=[S:15])[OH:16])[cH:18]2)[CH2:4][CH2:5][CH2:6][CH2:7]1. Reactants: BrCC1CCCCC1, CN(C)C=O, [H-], [Na+], c1cn[nH]c1. Reaction SMILES: [Br:8][CH2:9][CH:10]1[CH2:11][CH2:12][CH2:13][CH2:14][CH2:15]1.[CH3:16][N:17]([CH3:18])[CH:19]=[O:20].[H-:6].[Na+:7].[nH:1]1[n:2][cH:3][cH:4][cH:5]1>>[n:1]1([CH2:9][CH:10]2[CH2:11][CH2:12][CH2:13][CH2:14][CH2:15]2)[n:2][cH:3][cH:4][cH:5]1. Yields the product c1cnn(CC2CCCCC2)c1. Starting materials: CC1(OB(OC1(C)C)C1=CC2=C(S1)C=CC(=C2)NC(OC(C)(C)C)=O)C (tert-butyl (2-(4,4,5,5-tetramethyl-1,3,2-dioxaborolan-2-yl)benzo[b]thiophen-5-yl)carbamate), FC(C(=O)O)(F)F (trifluoroacetic acid), ice. The solvent is ClCCl (dichloromethane). Run at temperature 0 celsius, time 30 minute. Yields the product CC1(OB(OC1(C)C)C1=CC2=C(S1)C=CC(=C2)N)C (2-(4,4,5,5-tetramethyl-1,3,2-dioxaborolan-2-yl)benzo[b]thiophen-5-amine). Reaction SMILES: [CH3:1][C:2]1([CH3:26])[C:6]([CH3:8])([CH3:7])[O:5][B:4]([C:9]2[S:13][C:12]3[CH:14]=[CH:15][C:16]([NH:18]C(=O)OC(C)(C)C)=[CH:17][C:11]=3[CH:10]=2)[O:3]1.FC(F)(F)C(O)=O>ClCCl>[CH3:1][C:2]1([CH3:26])[C:6]([CH3:7])([CH3:8])[O:5][B:4]([C:9]2[S:13][C:12]3[CH:14]=[CH:15][C:16]([NH2:18])=[CH:17][C:11]=3[CH:10]=2)[O:3]1. Reported procedure: To the solution of tert-butyl (2-(4,4,5,5-tetramethyl-1,3,2-dioxaborolan-2-yl)benzo[b]thiophen-5-yl)carbamate (7.51 g, 20 mmol, 1 eq) in anhydrous dichloromethane (40 mL under nitrogen atmosphere at 0° C. was added dropwise trifluoroacetic acid (15.4 mL, 10 eq) and the reaction was stirred at 0° C. for 30 minutes followed by at room temperature for about two hours. The reaction was then slowly poured into an ice-cold saturated aqueous sodium bicarbonate solution with stirring and the white solid... Reaction SMILES: F[C:2]1[CH:3]=[CH:4][C:5]([N+:12]([O-:14])=[O:13])=[C:6]([C:8]([F:11])([F:10])[F:9])[CH:7]=1.[NH2:15][C@H:16]1[CH2:21][CH2:20][C@H:19]([OH:22])[CH2:18][CH2:17]1>CS(C)=O.ClCCl>[N+:12]([C:5]1[CH:4]=[CH:3][C:2]([NH:15][CH:16]2[CH2:21][CH2:20][CH:19]([OH:22])[CH2:18][CH2:17]2)=[CH:7][C:6]=1[C:8]([F:11])([F:10])[F:9])([O-:14])=[O:13]. Conditions: temperature 95 celsius. The yield is 84.0%. Reported procedure: 5-Fluoro-2-nitrobenzotrifluoride (400 mg, 1.91 mmol) and trans-4-aminocyclohexanol (220 mg, 1.91 mmol) are dissolved in dimethylsulfoxide (10 mL) and the reaction is then heated at 95° C. for 3.5 hours. After cooling to room temperature, the mixture is diluted with dichloromethane (15 mL) and washed with water (3×10 mL). The organic phase is collected and dried over sodium sulphate, filtered and concentrated under reduced pressure. The crude product is recrystallised from petrol ether. The desir... Starting materials: FC=1C=CC(=C(C1)C(F)(F)F)[N+](=O)[O-] (5-Fluoro-2-nitrobenzotrifluoride), N[C@@H]1CC[C@H](CC1)O (trans-4-aminocyclohexanol). The solvent is CS(=O)C (dimethylsulfoxide), ClCCl (dichloromethane). Product: [N+](=O)([O-])C1=C(C=C(C=C1)NC1CCC(CC1)O)C(F)(F)F (4-(4-nitro-3-trifluoromethyl-phenylamino)-cyclohexanol), solid. Solvent: C(C)N(CC)CC (triethylamine), CN(C)C=O (DMF), C(C)N(CC)CC (triethylamine). Procedure: 4-Nitro-2-phenylbenzoic acid (50.0 g, 205 mmol) and 3-hydroxy1,2,3-benzotriazin-4(3H)-one (36.89 g, 226 mmol) were dissolved in 500 mL DMF. 1-(3-dimethylaminopropyl)-3-ethylcarbodiimide hydrochloride (47.3 g, 247 mmol) and methionine methyl ester hydrochloride (53.37 g, 267 mmol) were added followed by triethylamine (31.5 mL, 226 mmol). Additional triethylamine was added to raise the pH to 6˜7. After 1 hour at ambient temperature, the reaction mixture was concentrated to 200 mL, diluted with 500... Reaction SMILES: [N+:1]([C:4]1[CH:12]=[CH:11][C:7]([C:8]([OH:10])=O)=[C:6]([C:13]2[CH:18]=[CH:17][CH:16]=[CH:15][CH:14]=2)[CH:5]=1)([O-:3])=[O:2].ON1C(=O)C2C=CC=CC=2N=N1.Cl.CN(C)CCCN=C=NCC.Cl.[CH3:44][O:45][C:46](=[O:53])[C@H:47]([CH2:49][CH2:50][S:51][CH3:52])[NH2:48]>CN(C=O)C.C(N(CC)CC)C>[CH3:44][O:45][C:46](=[O:53])[C@H:47]([CH2:49][CH2:50][S:51][CH3:52])[NH:48][C:8](=[O:10])[C:7]1[CH:11]=[CH:12][C:4]([N+:1]([O-:3])=[O:2])=[CH:5][C:6]=1[C:13]1[CH:18]=[CH:17][CH:16]=[CH:15][CH:14]=1 |f:2.3,4.5|. Conditions: time 1 hour. The reactants are Cl.CN(CCCN=C=NCC)C (1-(3-dimethylaminopropyl)-3-ethylcarbodiimide hydrochloride), Cl.COC([C@@H](N)CCSC)=O (methionine methyl ester hydrochloride), [N+](=O)([O-])C1=CC(=C(C(=O)O)C=C1)C1=CC=CC=C1 (4-Nitro-2-phenylbenzoic acid), ON1N=NC2=C(C1=O)C=CC=C2 (3-hydroxy1,2,3-benzotriazin-4(3H)-one). Product: COC([C@@H](NC(C1=C(C=C(C=C1)[N+](=O)[O-])C1=CC=CC=C1)=O)CCSC)=O ((4-nitro-2-phenylbenzoyl)methionine methyl ester). Starting materials: C(C(C)C)C=1C2=C(N=C(N1)S(=O)(=O)C)OC(=N2)C2=CC(=C(OCC(=O)OC(C)(C)C)C(=C2)C)C (tert-butyl [4-(7-isobutyl-5-methanesulfonyloxazolo[5,4-d]pyrimidin-2-yl)-2,6-dimethylphenoxy]acetate), FC1=C(C=CC=C1)O (2-fluorophenol). The product is FC1=C(OC=2N=C(C3=C(N2)OC(=N3)C3=CC(=C(OCC(=O)OC(C)(C)C)C(=C3)C)C)CC(C)C)C=CC=C1 (tert-Butyl {4-[5-(2-fluorophenoxy)-7-isobutyloxazolo[5,4-d]pyrimidin-2-yl]-2,6-dimethylphenoxy}acetate). The yield is 100.0%. Reaction SMILES: [CH2:1]([C:5]1[C:6]2[N:17]=[C:16]([C:18]3[CH:32]=[C:31]([CH3:33])[C:21]([O:22][CH2:23][C:24]([O:26][C:27]([CH3:30])([CH3:29])[CH3:28])=[O:25])=[C:20]([CH3:34])[CH:19]=3)[O:15][C:7]=2[N:8]=[C:9](S(C)(=O)=O)[N:10]=1)[CH:2]([CH3:4])[CH3:3].[F:35][C:36]1[CH:41]=[CH:40][CH:39]=[CH:38][C:37]=1[OH:42]>>[F:35][C:36]1[CH:41]=[CH:40][CH:39]=[CH:38][C:37]=1[O:42][C:9]1[N:10]=[C:5]([CH2:1][CH:2]([CH3:4])[CH3:3])[C:6]2[N:17]=[C:16]([C:18]3[CH:32]=[C:31]([CH3:33])[C:21]([O:22][CH2:23][C:24]([O:26][C:27]([CH3:30])([CH3:29])[CH3:28])=[O:25])=[C:20]([CH3:34])[CH:19]=3)[O:15][C:7]=2[N:8]=1. Procedure: Analogously to example 1 (i), the reaction of 60 mg of tert-butyl [4-(7-isobutyl-5-methanesulfonyloxazolo[5,4-d]pyrimidin-2-yl)-2,6-dimethylphenoxy]acetate with 2-fluorophenol gave 64 mg (100%) of the title compound.